This data is from the Open Reaction Database (ORD), a public repository of structured organic reaction records. The task is: describe an organic reaction: reactants, conditions, products, and yield Reactants: CC1(C)C=C(n2ccc(C(O)C[Si](C)(C)C)cc2=O)c2cc(C#N)ccc2O1, [H-], [Na+], O=P([O-])([O-])[O-], C1CCOC1. Yields the product C=Cc1ccn(C2=CC(C)(C)Oc3ccc(C#N)cc32)c(=O)c1. RXN SMILES: [C:1](#[N:2])[c:3]1[cH:4][c:5]2[c:6]([cH:27][cH:28]1)[O:7][C:8]([CH3:25])([CH3:26])[CH:9]=[C:10]2[n:11]1[c:12](=[O:24])[cH:13][c:14]([CH:17]([CH2:18][Si:20]([CH3:21])([CH3:22])[CH3:23])[OH:19])[cH:15][cH:16]1.[H-:29].[Na+:30].[O-:31][P:32](=[O:33])([O-:34])[O-:35].[O:36]1[CH2:37][CH2:38][CH2:39][CH2:40]1>>[C:1](#[N:2])[c:3]1[cH:4][c:5]2[c:6]([cH:27][cH:28]1)[O:7][C:8]([CH3:25])([CH3:26])[CH:9]=[C:10]2[n:11]1[c:12](=[O:24])[cH:13][c:14]([CH:17]=[CH2:18])[cH:15][cH:16]1. The reactants are BrC1=CC=C(C=C1)C(=O)N1CCN(CC1)C1=NC=C(C=C1C)C ((4-bromophenyl)[4-(3,5-dimethylpyridin-2-yl)piperazin-1-yl]methanone), CN1C(NCC1)=O (1-methylimidazolidin-2-one). The product is CC=1C(=NC=C(C1)C)N1CCN(CC1)C(=O)C1=CC=C(C=C1)N1C(N(CC1)C)=O (1-{4-[4-(3,5-dimethylpyridin-2-yl)piperazine-1-carbonyl]phenyl}-3-methylimidazolidin-2-one). Yield: 24.5%. As a reaction SMILES: Br[C:2]1[CH:7]=[CH:6][C:5]([C:8]([N:10]2[CH2:15][CH2:14][N:13]([C:16]3[C:21]([CH3:22])=[CH:20][C:19]([CH3:23])=[CH:18][N:17]=3)[CH2:12][CH2:11]2)=[O:9])=[CH:4][CH:3]=1.[CH3:24][N:25]1[CH2:29][CH2:28][NH:27][C:26]1=[O:30]>>[CH3:22][C:21]1[C:16]([N:13]2[CH2:14][CH2:15][N:10]([C:8]([C:5]3[CH:6]=[CH:7][C:2]([N:27]4[CH2:28][CH2:29][N:25]([CH3:24])[C:26]4=[O:30])=[CH:3][CH:4]=3)=[O:9])[CH2:11][CH2:12]2)=[N:17][CH:18]=[C:19]([CH3:23])[CH:20]=1. Procedure details: Using (4-bromophenyl)[4-(3,5-dimethylpyridin-2-yl)piperazin-1-yl]methanone (225 mg) described in Preparation Example 165 and 1-methylimidazolidin-2-one (90 mg) and by the reaction and treatment in the same manner as in Example 1, the title compound (58 mg) was obtained.